This data is from the Open Reaction Database (ORD), a public repository of structured organic reaction records. The task is: describe an organic reaction: reactants, conditions, products, and yield The reactants are OC[C@H]1CCC(N1)=O ((R)-5-hydroxymethylpyrrolidin-2-one), BrC1=CC(=C(C=C1)C(=O)N1CCN(CC1)C1=NC=C(C=C1C)C)F ((4-bromo-2-fluorophenyl)[4-(3,5-dimethylpyridin-2-yl)piperazin-1-yl]methanone). Product: CC=1C(=NC=C(C1)C)N1CCN(CC1)C(=O)C1=C(C=C(C=C1)N1C(CC[C@@H]1CO)=O)F ((R)-1-{4-[4-(3,5-dimethylpyridin-2-yl)piperazine-1-carbonyl]-3-fluorophenyl}-5-hydroxymethylpyrrolidin-2-one). The yield is 77.4%. Reaction SMILES: [OH:1][CH2:2][C@@H:3]1[NH:7][C:6](=[O:8])[CH2:5][CH2:4]1.Br[C:10]1[CH:15]=[CH:14][C:13]([C:16]([N:18]2[CH2:23][CH2:22][N:21]([C:24]3[C:29]([CH3:30])=[CH:28][C:27]([CH3:31])=[CH:26][N:25]=3)[CH2:20][CH2:19]2)=[O:17])=[C:12]([F:32])[CH:11]=1>>[CH3:30][C:29]1[C:24]([N:21]2[CH2:22][CH2:23][N:18]([C:16]([C:13]3[CH:14]=[CH:15][C:10]([N:7]4[C@@H:3]([CH2:2][OH:1])[CH2:4][CH2:5][C:6]4=[O:8])=[CH:11][C:12]=3[F:32])=[O:17])[CH2:19][CH2:20]2)=[N:25][CH:26]=[C:27]([CH3:31])[CH:28]=1. Procedure details: Using (R)-5-hydroxymethylpyrrolidin-2-one (138 mg) and (4-bromo-2-fluorophenyl)[4-(3,5-dimethylpyridin-2-yl)piperazin-1-yl]methanone (392 mg) described in Preparation Example 114 and by the reaction and treatment in the same manner as in Example 1, (R)-1-{4-[4-(3,5-dimethylpyridin-2-yl)piperazine-1-carbonyl]-3-fluorophenyl}-5-hydroxymethylpyrrolidin-2-one (330 mg) was obtained. To a mixture of the obtained (R)-1-{4-[4-(3,5-dimethylpyridin-2-yl)piperazine-1-carbonyl]-3-fluorophenyl}-5-hydroxymeth... Reactants: CN(C1=CC=CC=C1)C=O (N-methylformanilide), NC1=NC=CC=C1 (2-aminopyridine). Yields the product N1=C(C=CC=C1)N=CN(C1=CC=CC=C1)C (N'-(2-PYRIDYL)-N-METHYL-N-PHENYLFORMAMIDINE). Reaction SMILES: [CH3:1][N:2]([CH:9]=O)[C:3]1[CH:8]=[CH:7][CH:6]=[CH:5][CH:4]=1.[NH2:11][C:12]1[CH:17]=[CH:16][CH:15]=[CH:14][N:13]=1>>[N:13]1[CH:14]=[CH:15][CH:16]=[CH:17][C:12]=1[N:11]=[CH:9][N:2]([CH3:1])[C:3]1[CH:8]=[CH:7][CH:6]=[CH:5][CH:4]=1. Procedure: Prepared following the procedure of Example 1 from N-methylformanilide and 2-aminopyridine. Vacuum distillation of the crude product gave pure 3 as a pale yellow oil: bp 164°-165° C. @ 0.5 mm Hg. 1H-NMR (CDCl3) 8.94 (S, 1H), 8.30 (d, 1H, J=5 Hz), 7.6-6.9 (m,8H), 3.52 (S, 3H); IR(neat) 3045, 1620, 1580, 1555, 1500, 1460, 1435, 1235; MS (m/e) 211 (M+), 106 (base).